This data is from the Open Reaction Database (ORD), a public repository of structured organic reaction records. The task is: describe an organic reaction: reactants, conditions, products, and yield Reactants: Cl.C(C)(C)(C)NCC(O)C1=CC=C(C(C(=O)N)=C1)O (5-(2-tert-butylamino-1-hydroxyethyl) salicylamide, hydrochloride), C([O-])([O-])=O.[K+].[K+] (potassium carbonate), BrCCCCC (1-Bromopentane). Solvent: CN(C=O)C (dimethylformamide), CN(C=O)C (dimethylformamide). Yields the product Cl.C(C)(C)(C)NCC(O)C=1C=CC(=C(C(=O)N)C1)OCCCCC (5-(2-tert-Butylamino-1-hydroxyethyl)-2-pentyloxy benzamide, hydrochloride). As a reaction SMILES: [ClH:1].[C:2]([NH:6][CH2:7][CH:8]([C:10]1[CH:18]=[C:14]([C:15]([NH2:17])=[O:16])[C:13]([OH:19])=[CH:12][CH:11]=1)[OH:9])([CH3:5])([CH3:4])[CH3:3].C(=O)([O-])[O-].[K+].[K+].Br[CH2:27][CH2:28][CH2:29][CH2:30][CH3:31]>CN(C)C=O>[ClH:1].[C:2]([NH:6][CH2:7][CH:8]([C:10]1[CH:11]=[CH:12][C:13]([O:19][CH2:27][CH2:28][CH2:29][CH2:30][CH3:31])=[C:14]([CH:18]=1)[C:15]([NH2:17])=[O:16])[OH:9])([CH3:5])([CH3:3])[CH3:4] |f:0.1,2.3.4,7.8|. Procedure details: A mixture of 5-(2-tert-butylamino-1-hydroxyethyl) salicylamide, hydrochloride (8.7 g) and anhydrous potassium carbonate (8.25 g) in dimethylformamide (100 ml) were heated at 100° for 1 hour. 1-Bromopentane (4.5 g) in dimethylformamide (25 ml) was added and the mixture was heated at 100° for a further 2 hours. The solvent was removed and the residue was partitioned between water and ethyl acetate. The dried (MgSO4) ethyl acetate solution was evaporated to yield a red oil which was chromatographed... Reactants: C1CCOC1, CC1(C)OCC(CN2CCc3c(Nc4ccc(Cl)c(-c5ncc(-c6ccccc6)[nH]5)c4)cccc3C2=O)O1, O=C(O)C(F)(F)F, O. Yields the product O=C1c2cccc(Nc3ccc(Cl)c(-c4ncc(-c5ccccc5)[nH]4)c3)c2CCN1CC(O)CO. As a reaction SMILES: [CH2:46]1[O:47][CH2:48][CH2:49][CH2:50]1.[Cl:1][c:2]1[c:3](-[c:28]2[nH:29][c:30](-[c:33]3[cH:34][cH:35][cH:36][cH:37][cH:38]3)[cH:31][n:32]2)[cH:4][c:5]([NH:8][c:9]2[c:10]3[c:15]([cH:16][cH:17][cH:18]2)[C:14](=[O:19])[N:13]([CH2:20][CH:21]2[O:22][C:23]([CH3:26])([CH3:27])[O:24][CH2:25]2)[CH2:12][CH2:11]3)[cH:6][cH:7]1.[F:39][C:40]([F:41])([F:42])[C:43]([OH:44])=[O:45].[OH2:51]>>[Cl:1][c:2]1[c:3](-[c:28]2[nH:29][c:30](-[c:33]3[cH:34][cH:35][cH:36][cH:37][cH:38]3)[cH:31][n:32]2)[cH:4][c:5]([NH:8][c:9]2[c:10]3[c:15]([cH:16][cH:17][cH:18]2)[C:14](=[O:19])[N:13]([CH2:20][CH:21]([OH:22])[CH2:25][OH:24])[CH2:12][CH2:11]3)[cH:6][cH:7]1. The reactants are CO, [H][H], CC(C)CC(C(=O)O)C(CC=C1CCOCC1)C(=O)OC(C)(C)C. The product is CC(C)CC(C(=O)O)C(CCC1CCOCC1)C(=O)OC(C)(C)C. RXN SMILES: [CH3:27][OH:28].[H:25][H:26].[O:1]1[CH2:2][CH2:3][C:4](=[CH:7][CH2:8][CH:9]([CH:10]([C:11](=[O:12])[OH:13])[CH2:14][CH:15]([CH3:16])[CH3:17])[C:18](=[O:19])[O:20][C:21]([CH3:22])([CH3:23])[CH3:24])[CH2:5][CH2:6]1>>[O:1]1[CH2:2][CH2:3][CH:4]([CH2:7][CH2:8][CH:9]([CH:10]([C:11](=[O:12])[OH:13])[CH2:14][CH:15]([CH3:16])[CH3:17])[C:18](=[O:19])[O:20][C:21]([CH3:22])([CH3:23])[CH3:24])[CH2:5][CH2:6]1. The reactants are ClCCCCOC1=C(C=CC=C1)/C=C/C=1OC2=C(N1)C=CC=C2 ((E)-2-[2-(4-chlorobutoxyphenyl)ethenyl]benzoxazole), Cl (HCl), C(CC)NCCC (dipropylamine). Product: C(CC)N(CCCCOC1=C(C=CC=C1)/C=C/C=1OC2=C(N1)C=CC=C2)CCC ((E)-2-[2-(4-Dipropylaminobutoxyphenyl)ethenyl]benzoxazole). Isolated yield 30.0%. As a reaction SMILES: Cl[CH2:2][CH2:3][CH2:4][CH2:5][O:6][C:7]1[CH:12]=[CH:11][CH:10]=[CH:9][C:8]=1/[CH:13]=[CH:14]/[C:15]1[O:16][C:17]2[CH:23]=[CH:22][CH:21]=[CH:20][C:18]=2[N:19]=1.[CH2:24]([NH:27][CH2:28][CH2:29][CH3:30])[CH2:25][CH3:26].Cl>>[CH2:24]([N:27]([CH2:28][CH2:29][CH3:30])[CH2:2][CH2:3][CH2:4][CH2:5][O:6][C:7]1[CH:12]=[CH:11][CH:10]=[CH:9][C:8]=1/[CH:13]=[CH:14]/[C:15]1[O:16][C:17]2[CH:23]=[CH:22][CH:21]=[CH:20][C:18]=2[N:19]=1)[CH2:25][CH3:26]. Procedure: The procedure of Example 18 was followed starting with (D) of Example 18 (2.5 g, 7.6 mmol) and using dipropylamine in place of dibutylamine to produce 0.90 g (30% yield) of the named compound as the HCl salt, mp 150°-152° C. IR(KBR): 1600 cm-1. MS: 393(MH+). 1H NMR (CDCl3): δ 8.09-6.87 (m, 10H), 4.01 (t, J=5.4 Hz, 2H), 3.02 (m, 6H), 1.95 (m, 8H), 0.99 (m, 6H). Reactants: Cl.ClC1=C(N=CN1C)S(=O)(=O)NCCCN1CCOCC1 (5-chloro-N-(3-morpholino-1-propyl)-1-methyl-4-imidazolesulfonamide hydrochloride). Reagents/catalysts: [Pd] (Pd/C). Solvent: O (water). Yields the product O1CCN(CC1)CCCNS(=O)(=O)C=1N=CN(C1)C (N-(3-Morpholinopropyl)-1-methyl-4-imidazolesulfonamide). Reaction SMILES: Cl.Cl[C:3]1[N:7]([CH3:8])[CH:6]=[N:5][C:4]=1[S:9]([NH:12][CH2:13][CH2:14][CH2:15][N:16]1[CH2:21][CH2:20][O:19][CH2:18][CH2:17]1)(=[O:11])=[O:10]>[Pd].O>[O:19]1[CH2:18][CH2:17][N:16]([CH2:15][CH2:14][CH2:13][NH:12][S:9]([C:4]2[N:5]=[CH:6][N:7]([CH3:8])[CH:3]=2)(=[O:11])=[O:10])[CH2:21][CH2:20]1 |f:0.1|. Reported procedure: 16.7 g (46.5 mmol) of 5-chloro-N-(3-morpholino-1-propyl)-1-methyl-4-imidazolesulfonamide hydrochloride from Example 32 are hydrogenated at 25° C. and 3.45 bar in the presence of 3 g of Pd/C catalyst in 250 ml of water. The residue remaining after filtration and evaporation in vacuo is converted into the free base using saturated potassium carbonate solution, extracted with dichloromethane and recrystallized from dioxane/diisopropyl ether in order to give the crystalline title compound, identical... The reactants are C(C)C(=O)C (methyl ethyl ketone), OC1=C2C(CC(OC2=CC(=C1)O)(C)C)=O (5,7-dihydroxy-2,2-dimethyl-4-chromanone), C([O-])([O-])=O.[K+].[K+] (potassium carbonate), S(=O)(=O)(OC)OC (dimethyl sulfate). Solvent: CC(=O)C (acetone). Product: COC1=C2C(CC(OC2=CC(=C1)OC)(C)C)=O (5,7-dimethoxy-2,2-dimethyl-4-chromanone). Isolated yield 93.1%. As a reaction SMILES: [CH2:1](C(C)=O)C.[OH:6][C:7]1[CH:16]=[C:15](O)[CH:14]=[C:13]2[C:8]=1C(=O)[CH2:10][C:11]([CH3:19])([CH3:18])[O:12]2.[C:21](=[O:24])([O-])[O-].[K+].[K+].S([O:32][CH3:33])(OC)(=O)=O>CC(C)=O>[CH3:1][O:6][C:7]1[CH:16]=[C:15]([O:32][CH3:33])[CH:14]=[C:13]2[C:8]=1[C:21](=[O:24])[CH2:10][C:11]([CH3:19])([CH3:18])[O:12]2 |f:2.3.4|. Procedure details: In a mixture of 40 ml of acetone and 40 ml of methyl ethyl ketone 4.2 g (20 millimoles) of 5,7-dihydroxy-2,2-dimethyl-4-chromanone are dissolved, whereupon to the solution 8.3 g (60 millimoles) of potassium carbonate and 5.3 g (3.9 ml, 42 millimoles) of dimethyl sulfate are added under stirring. The reaction mixture is refluxed for 8 hours, the suspension is cooled under stirring, the precipitated inorganic salt is filtered off, washed twice with 20 ml of acetone each and the solvent is removed ... Reactants: CC(O)CO[Si](C)(C)C(C)(C)C, C1CCOC1, COC(=O)N=C(SC)C(=Nc1ccc(-c2noc(C)n2)cc1)c1cc(OC)cc(O)c1F, c1ccc(P(c2ccccc2)c2ccccc2)cc1. Product: COC(=O)N=C(SC)C(=Nc1ccc(-c2noc(C)n2)cc1)c1cc(OC)cc(OC(C)CO[Si](C)(C)C(C)(C)C)c1F. Reaction SMILES: [C:33]([CH3:34])([CH3:35])([CH3:36])[Si:37]([O:38][CH2:39][CH:40]([CH3:41])[OH:42])([CH3:43])[CH3:44].[CH2:64]1[O:65][CH2:66][CH2:67][CH2:68]1.[CH3:1][O:2][C:3]([N:4]=[C:5]([C:6](=[N:7][c:8]1[cH:9][cH:10][c:11](-[c:14]2[n:15][o:16][c:17]([CH3:19])[n:18]2)[cH:12][cH:13]1)[c:20]1[c:21]([F:29])[c:22]([OH:28])[cH:23][c:24]([O:26][CH3:27])[cH:25]1)[S:30][CH3:31])=[O:32].[c:45]1([P:46]([c:47]2[cH:48][cH:49][cH:50][cH:51][cH:52]2)[c:53]2[cH:54][cH:55][cH:56][cH:57][cH:58]2)[cH:59][cH:60][cH:61][cH:62][cH:63]1>>[CH3:1][O:2][C:3]([N:4]=[C:5]([C:6](=[N:7][c:8]1[cH:9][cH:10][c:11](-[c:14]2[n:15][o:16][c:17]([CH3:19])[n:18]2)[cH:12][cH:13]1)[c:20]1[c:21]([F:29])[c:22]([O:28][CH:40]([CH2:39][O:38][Si:37]([C:33]([CH3:34])([CH3:35])[CH3:36])([CH3:43])[CH3:44])[CH3:41])[cH:23][c:24]([O:26][CH3:27])[cH:25]1)[S:30][CH3:31])=[O:32]. Product: COC(=O)C(Cc1cc(I)c(OCc2ccc(Oc3ccc(O)cc3)cc2)c(I)c1)NC(=O)C(F)(F)F. The reactants are COC(=O)C(Cc1cc(I)c(O)c(I)c1)NC(=O)C(F)(F)F, C1CCOC1, OCc1ccc(Oc2ccc(O)cc2)cc1, c1ccc(P(c2ccccc2)c2ccccc2)cc1. As a reaction SMILES: [CH3:1][O:2][C:3]([CH:4]([NH:5][C:6]([C:7]([F:8])([F:9])[F:10])=[O:11])[CH2:12][c:13]1[cH:14][c:15]([I:21])[c:16]([OH:20])[c:17]([I:19])[cH:18]1)=[O:22].[O:58]1[CH2:59][CH2:60][CH2:61][CH2:62]1.[OH:23][c:24]1[cH:25][cH:26][c:27]([O:28][c:29]2[cH:30][cH:31][c:32]([CH2:33][OH:34])[cH:35][cH:36]2)[cH:37][cH:38]1.[c:39]1([P:40]([c:41]2[cH:42][cH:43][cH:44][cH:45][cH:46]2)[c:47]2[cH:48][cH:49][cH:50][cH:51][cH:52]2)[cH:53][cH:54][cH:55][cH:56][cH:57]1>>[CH3:1][O:2][C:3]([CH:4]([NH:5][C:6]([C:7]([F:8])([F:9])[F:10])=[O:11])[CH2:12][c:13]1[cH:14][c:15]([I:21])[c:16]([O:20][CH2:33][c:32]2[cH:31][cH:30][c:29]([O:28][c:27]3[cH:26][cH:25][c:24]([OH:23])[cH:38][cH:37]3)[cH:36][cH:35]2)[c:17]([I:19])[cH:18]1)=[O:22]. Starting materials: [K+].[Br-] (KBr), steel, sh 245, COC(=O)C=1N=C(N2C1CN=C(C1=C2C=CC(=C1)Cl)C1=C(C=CC=C1)Cl)Cl (6-(2-chlorophenyl)-1,8-dichloro-4H-imidazo[1,5-a][1,4]benzodiazepine-3-carboxylic acid methyl ester), solution, N (ammonia). Run in C(Cl)Cl (methylene chloride), CO (methanol). Yields the product ClC1=C(C=CC=C1)C1=NCC=2N(C3=C1C=C(C=C3)Cl)C(=NC2C(=O)N)Cl (6-(2-Chlorophenyl)-1,8-dichloro-4H-imidazo[1,5-a][1,4]benzodiazepine-3-carboxamide). RXN SMILES: C[O:2][C:3]([C:5]1[N:6]=[C:7]([Cl:27])[N:8]2[C:14]3[CH:15]=[CH:16][C:17]([Cl:19])=[CH:18][C:13]=3[C:12]([C:20]3[CH:25]=[CH:24][CH:23]=[CH:22][C:21]=3[Cl:26])=[N:11][CH2:10][C:9]=12)=O.[NH3:28].[K+].[Br-]>CO.C(Cl)Cl>[Cl:26][C:21]1[CH:22]=[CH:23][CH:24]=[CH:25][C:20]=1[C:12]1[C:13]2[CH:18]=[C:17]([Cl:19])[CH:16]=[CH:15][C:14]=2[N:8]2[C:7]([Cl:27])=[N:6][C:5]([C:3]([NH2:28])=[O:2])=[C:9]2[CH2:10][N:11]=1 |f:2.3|. Procedure: A mixture of 0.5 g (0.0012 mole) of 6-(2-chlorophenyl)-1,8-dichloro-4H-imidazo[1,5-a][1,4]benzodiazepine-3-carboxylic acid methyl ester and 20 ml of a 20% solution of ammonia in methanol was heated at 120°-125° in a steel bomb for 18 hrs. Evaporation of the solvent at reduced pressure gave an amorphous solid. The solid was dissolved in methylene chloride, washed with water, dried and evaporated at reduced pressure to give a tan, amorphous solid which crystallized when stirred with a small amount...